Dataset: the Open Reaction Database (ORD), a public repository of structured organic reaction records. Task: describe an organic reaction: reactants, conditions, products, and yield Reactants: C1CCOC1, Cl, O=C(NC1CCc2cc(Cn3cc(CO)c(C(F)(F)F)n3)ccc21)C(F)(F)F. Yields the product OCc1cn(Cc2ccc3c(c2)CCC3NCC(F)(F)F)nc1C(F)(F)F. RXN SMILES: [CH2:30]1[O:31][CH2:32][CH2:33][CH2:34]1.[ClH:29].[F:1][C:2]([C:3](=[O:4])[NH:5][CH:6]1[CH2:7][CH2:8][c:9]2[cH:10][c:11]([CH2:15][n:16]3[n:17][c:18]([C:23]([F:24])([F:25])[F:26])[c:19]([CH2:21][OH:22])[cH:20]3)[cH:12][cH:13][c:14]21)([F:27])[F:28]>>[F:1][C:2]([CH2:3][NH:5][CH:6]1[CH2:7][CH2:8][c:9]2[cH:10][c:11]([CH2:15][n:16]3[n:17][c:18]([C:23]([F:24])([F:25])[F:26])[c:19]([CH2:21][OH:22])[cH:20]3)[cH:12][cH:13][c:14]21)([F:27])[F:28]. The reactants are NC1=NC(=C(C(=N1)S(=O)(=O)C)C#N)C1=CC(=C(C(=C1)OC)OC)OC (2-amino-4-methanesulfonyl-6-(3,4,5-trimethoxy-phenyl)-pyrimidine-5-carbonitrile), ( 28 ), ( 36 ), ( 42 ), COCCO (2-methoxyethanol), C1CCC2=NCCCN2CC1 (DBU), ( 32 ). The solvent is COCCOC (DME). Yields the product NC1=NC(=C(C(=N1)OCCOC)C#N)C1=CC(=C(C(=C1)OC)OC)OC (2-Amino-4-(2-methoxy-ethoxy)-6-(3,4,5-trimethoxy-phenyl)-pyrimidine-5-carbonitrile). RXN SMILES: [NH2:1][C:2]1[N:7]=[C:6](S(C)(=O)=O)[C:5]([C:12]#[N:13])=[C:4]([C:14]2[CH:19]=[C:18]([O:20][CH3:21])[C:17]([O:22][CH3:23])=[C:16]([O:24][CH3:25])[CH:15]=2)[N:3]=1.[CH3:26][O:27][CH2:28][CH2:29][OH:30].C1CCN2C(=NCCC2)CC1>COCCOC>[NH2:1][C:2]1[N:7]=[C:6]([O:30][CH2:29][CH2:28][O:27][CH3:26])[C:5]([C:12]#[N:13])=[C:4]([C:14]2[CH:19]=[C:18]([O:20][CH3:21])[C:17]([O:22][CH3:23])=[C:16]([O:24][CH3:25])[CH:15]=2)[N:3]=1. Procedure: From 2-amino-4-methanesulfonyl-6-(3,4,5-trimethoxy-phenyl)-pyrimidine-5-carbonitrile, 2-methoxyethanol and DBU in DME. EI-MS m/e (%): 360 (M+, 100), 302 (36), 287 (28), 259 (32), 43 (42).